This data is from the Open Reaction Database (ORD), a public repository of structured organic reaction records. The task is: describe an organic reaction: reactants, conditions, products, and yield Reactants: C(C1=CC=CC=C1)N1C=NC(=C1)CCOC1=CC=C(C(=O)OC)C=C1 (Methyl 4-(2-(N-Benzylimidazol-4-yl)ethyloxy]benzoate), [OH-].[Na+] (NaOH), Cl (HCl). The solvent is CO (CH3OH). Reaction conditions: time 20 hour. The product is C(C1=CC=CC=C1)N1C=NC(=C1)CCOC1=CC=C(C(=O)O)C=C1 (4-[2-(N-Benzylimidazol-4-yl)ethyloxy]benzoic acid). As a reaction SMILES: [CH2:1]([N:8]1[CH:12]=[C:11]([CH2:13][CH2:14][O:15][C:16]2[CH:25]=[CH:24][C:19]([C:20]([O:22]C)=[O:21])=[CH:18][CH:17]=2)[N:10]=[CH:9]1)[C:2]1[CH:7]=[CH:6][CH:5]=[CH:4][CH:3]=1.[OH-].[Na+].Cl>CO>[CH2:1]([N:8]1[CH:12]=[C:11]([CH2:13][CH2:14][O:15][C:16]2[CH:17]=[CH:18][C:19]([C:20]([OH:22])=[O:21])=[CH:24][CH:25]=2)[N:10]=[CH:9]1)[C:2]1[CH:3]=[CH:4][CH:5]=[CH:6][CH:7]=1 |f:1.2|. Procedure details: A mixture of the ester 25-4 (170 mg, 0.51 mmol), CH3OH (10 mL), and 1N NaOH (5 mL) was stirred for 20 hours at ambient temperature. The cooled reaction mixture was acidified with 1N HCl (5 mL) and extracted with EtOAc. The EtOAc portion was concentrated to give 25-5 as a gelataneous solid.